This data is from the Open Reaction Database (ORD), a public repository of structured organic reaction records. The task is: describe an organic reaction: reactants, conditions, products, and yield Starting materials: CC(C)N(C(=N)OC(C)(C)C)C(C)C, CN1OC(CC(=O)O)CC1c1ccc(C#N)cc1, ClCCl, Cl[Cu]. Product: CN1OC(CC(=O)OC(C)(C)C)CC1c1ccc(C#N)cc1. Reaction SMILES: [C:19]([CH3:20])([CH3:21])([CH3:22])[O:23][C:24](=[NH:25])[N:26]([CH:27]([CH3:28])[CH3:29])[CH:30]([CH3:31])[CH3:32].[CH3:1][N:2]1[O:3][CH:4]([CH2:15][C:16](=[O:17])[OH:18])[CH2:5][CH:6]1[c:7]1[cH:8][cH:9][c:10]([C:13]#[N:14])[cH:11][cH:12]1.[Cl:33][CH2:34][Cl:35].[Cu:36][Cl:37]>>[CH3:1][N:2]1[O:3][CH:4]([CH2:15][C:16](=[O:17])[O:18][C:19]([CH3:20])([CH3:21])[CH3:22])[CH2:5][CH:6]1[c:7]1[cH:8][cH:9][c:10]([C:13]#[N:14])[cH:11][cH:12]1. Reactants: CC(C(CC)=O)=NO (2,3-pentanedione-2-oxime), C1(CC(CCC1)=O)=O (1,3-cyclohexanedione). Product: CC=1NC=2CCCC(C2C1CC)=O (2-methyl-3-ethyl-4-oxo-4,5,6,7-tetrahydroindole). Reaction SMILES: [CH3:1][C:2](=[N:7]O)[C:3](=O)[CH2:4][CH3:5].[C:9]1(=[O:16])[CH2:14][CH2:13][CH2:12][C:11](=O)[CH2:10]1>>[CH3:1][C:2]1[NH:7][C:11]2[CH2:12][CH2:13][CH2:14][C:9](=[O:16])[C:10]=2[C:3]=1[CH2:4][CH3:5]. Procedure: In a specific embodiment, the invention provides a method of manufacturing molindone through a 3-step process, wherein in the 1st step 2,3-pentadione is reacted with hydroxylamine hydrochloride to produce 2,3-pentanedione-2-oxime (SUMO-1); in the 2nd step 2,3-pentanedione-2-oxime and 1,3-cyclohexanedione are reacted to produce 2-methyl-3-ethyl-4-oxo-4,5,6,7-tetrahydroindole (SUMO-2); and in the 3rd step 2-methyl-3-ethyl-4-oxo-4,5,6,7-tetrahydroindole reacts with bismorpholinomethane to produce m... As a reaction SMILES: [CH3:1][C:2]1[NH:6][C:5]2[CH:7]=[C:8]([C:11]3[CH:12]=[CH:13][C:14]4[O:20][CH2:19][CH2:18][N:17]([C:21]5[C:30]6[C:25](=[C:26]([O:39][CH3:40])[C:27]([O:31][CH2:32]C7C=CC=CC=7)=[CH:28][CH:29]=6)[N:24]=[CH:23][N:22]=5)[CH2:16][C:15]=4[CH:41]=3)[CH:9]=[CH:10][C:4]=2[N:3]=1.BrC[C:44]1[CH:53]=[CH:52][C:51]2[C:46](=[CH:47][CH:48]=[CH:49][CH:50]=2)[N:45]=1>>[CH3:1][C:2]1[NH:6][C:5]2[CH:7]=[C:8]([C:11]3[CH:12]=[CH:13][C:14]4[O:20][CH2:19][CH2:18][N:17]([C:21]5[C:30]6[C:25](=[C:26]([O:39][CH3:40])[C:27]([O:31][CH2:32][C:44]7[CH:53]=[CH:52][C:51]8[C:46](=[CH:47][CH:48]=[CH:49][CH:50]=8)[N:45]=7)=[CH:28][CH:29]=6)[N:24]=[CH:23][N:22]=5)[CH2:16][C:15]=4[CH:41]=3)[CH:9]=[CH:10][C:4]=2[N:3]=1. Procedure: Synthesized according to the method of example 10 using 7-(2-methyl-1H-benzimidazol-6-yl)-4-{8-(methyloxy)-7-[(phenylmethyl)oxy]quinazolin-4-yl}-2,3,4,5-tetrahydro-1,4-benzoxazepine (example 1) in step 1 and 2-bromomethylquinoline in step 2. 1H NMR (400 MHz, d6-DMSO): 8.64 (s, 1H), 8.47 (d, 1H), 8.03 (m, 4H), 7.83 (m, 4H), 7.73 (d, 1H), 7.63 (m, 3H), 7.02 (d, 1H), 5.64 (s, 2H), 5.43 (br s, 3H) 4.62 (br s, 2H), 4.51 (br s, 2H), 4.01 (s, 1H), 2.80 (s, 3H); MS (EI) for C36H30N6O3: 595 (MH+). Product: CC1=NC2=C(N1)C=C(C=C2)C=2C=CC1=C(CN(CCO1)C1=NC=NC3=C(C(=CC=C13)OCC1=NC3=CC=CC=C3C=C1)OC)C2 (7-(2-methyl-1H-benzimidazol-6-yl)-4-{8-(methyloxy)-7-[(quinolin-2-ylmethyl)oxy]quinazolin-4-yl}-2,3,4,5-tetrahydro-1,4-benzoxazepine). The reactants are CC1=NC2=C(N1)C=C(C=C2)C=2C=CC1=C(CN(CCO1)C1=NC=NC3=C(C(=CC=C13)OCC1=CC=CC=C1)OC)C2 (7-(2-methyl-1H-benzimidazol-6-yl)-4-{8-(methyloxy)-7-[(phenylmethyl)oxy]quinazolin-4-yl}-2,3,4,5-tetrahydro-1,4-benzoxazepine), BrCC1=NC2=CC=CC=C2C=C1 (2-bromomethylquinoline). The reactants are CO, COc1ccc(C=O)cc1F. The product is COc1ccc(CO)cc1F. Reaction SMILES: [CH3:12][OH:13].[F:1][c:2]1[cH:3][c:4]([CH:5]=[O:6])[cH:7][cH:8][c:9]1[O:10][CH3:11]>>[F:1][c:2]1[cH:3][c:4]([CH2:5][OH:6])[cH:7][cH:8][c:9]1[O:10][CH3:11]. The reactants are C1(=CC=CC=C1)N1CCN(CC1)C(=O)OCC1CCNCC1 ((Piperidin-4-yl)methyl 4-phenylpiperazine-1-carboxylate), BrCCOC (2-bromoethylmethylether), CCN(C(C)C)C(C)C (DIPEA). Solvent: CN(C)C=O (DMF). Reaction conditions: temperature 70 celsius, time 8 hour. The product is C1(=CC=CC=C1)N1CCN(CC1)C(=O)OCC1CCN(CC1)CCOC ([1-(2-methoxyethyl)piperidin-4-yl]methyl 4-phenylpiperazine-1-carboxylate). The yield is 31.1%. Reaction SMILES: [C:1]1([N:7]2[CH2:12][CH2:11][N:10]([C:13]([O:15][CH2:16][CH:17]3[CH2:22][CH2:21][NH:20][CH2:19][CH2:18]3)=[O:14])[CH2:9][CH2:8]2)[CH:6]=[CH:5][CH:4]=[CH:3][CH:2]=1.Br[CH2:24][CH2:25][O:26][CH3:27].CCN(C(C)C)C(C)C>CN(C=O)C>[C:1]1([N:7]2[CH2:8][CH2:9][N:10]([C:13]([O:15][CH2:16][CH:17]3[CH2:22][CH2:21][N:20]([CH2:24][CH2:25][O:26][CH3:27])[CH2:19][CH2:18]3)=[O:14])[CH2:11][CH2:12]2)[CH:2]=[CH:3][CH:4]=[CH:5][CH:6]=1. Procedure: (Piperidin-4-yl)methyl 4-phenylpiperazine-1-carboxylate from the previous step (2.15 g, 7.10 mmol), 2-bromoethylmethylether (0.67 mL, 7.10 mmol) and DIPEA (1.36 mL, 7.81 mmol) were dissolved in DMF (30 mL) and stirred overnight at 70° C. and then concentrated in vacuo. The residue was dissolved in DCM (300 mL) and then washed sequentially with sat aq NaHCO3 solution (2×100 mL), brine (50 mL), dried (MgSO4) and concentrated in vacuo. The residue was purified by normal phase column chromatography ... The reactants are CO, C[O-], Cl, N#CC=Cc1ccccc1[N+](=O)[O-], NO, NO, [Na+]. The product is NC(C=Cc1ccccc1[N+](=O)[O-])=NO. As a reaction SMILES: [CH3:22][OH:23].[CH3:6][O-:7].[ClH:3].[N+:9](=[O:10])([O-:11])[c:12]1[c:13]([CH:14]=[CH:15][C:16]#[N:17])[cH:18][cH:19][cH:20][cH:21]1.[NH2:1][OH:2].[NH2:4][OH:5].[Na+:8]>>[N:1]([OH:2])=[C:16]([CH:15]=[CH:14][c:13]1[c:12]([N+:9](=[O:10])[O-:11])[cH:21][cH:20][cH:19][cH:18]1)[NH2:17]. Reactants: CS(=O)(=O)OCC1CCN(CC1)C(C1=CC=CC=C1)=O (1-benzoylpiperidin-4-yl-methyl methanesulfonate), [OH-].[Na+] (NaOH), [H-].[Na+] (sodium hydride), C1(=CC=CC=C1)S (thiophenol). The solvent is C1CCOC1 (THF), CCCCCC (hexane), C1CCOC1 (THF). Reaction conditions: time 15 minute. Product: C(C1=CC=CC=C1)(=O)N1CCC(CC1)CSC1=CC=CC=C1 (1-benzoyl-4thio-phenoxymethylpiperidine). Isolated yield 93.1%. As a reaction SMILES: [H-].[Na+].[C:3]1([SH:9])[CH:8]=[CH:7][CH:6]=[CH:5][CH:4]=1.CS(O[CH2:15][CH:16]1[CH2:21][CH2:20][N:19]([C:22](=[O:29])[C:23]2[CH:28]=[CH:27][CH:26]=[CH:25][CH:24]=2)[CH2:18][CH2:17]1)(=O)=O.[OH-].[Na+]>CCCCCC.C1COCC1>[C:22]([N:19]1[CH2:20][CH2:21][CH:16]([CH2:15][S:9][C:3]2[CH:8]=[CH:7][CH:6]=[CH:5][CH:4]=2)[CH2:17][CH2:18]1)(=[O:29])[C:23]1[CH:28]=[CH:27][CH:26]=[CH:25][CH:24]=1 |f:0.1,4.5|. Reported procedure: 4.27 g (0.1068 mol) of sodium hydride (60% dispersion in oil) were washed twice with hexane, suspended in 160 ml of THF and treated with 10.3 ml (0.1068 mol) of thiophenol. The mixture was stirred for 15 min. and then a solution of 5.95 g (0.02 mol) of 1-benzoylpiperidin-4-yl-methyl methanesulfonate in 20 ml of THF was added. The mixture was boiled at reflux for 18 hrs. The reaction mixture was treated with 250 ml of 2N aqueous NaOH and extracted with ether. The organic phase was washed with 2N ...